From a dataset of the Open Reaction Database (ORD), a public repository of structured organic reaction records. describe an organic reaction: reactants, conditions, products, and yield The reactants are C(C)(C)(C)C=1N=C(SC1)C=1OC2=C(C1)C=C(C=C2)CC(C(=O)OCC)C(=O)OCC (4-tert-butyl-2-[5-(2,2-diethoxycarbonylethyl)benzofuran-2-yl]thiazole). Run in Cl (hydrochloric acid). Yields the product C(C)(C)(C)C=1N=C(SC1)C=1OC2=C(C1)C=C(C=C2)CC(C(=O)O)C(=O)O (4-tert-butyl-2-[5-(2,2-dicarboxyethyl)benzofuran-2-yl]thiazole). The yield is 27.7%. Reaction SMILES: [C:1]([C:5]1[N:6]=[C:7]([C:10]2[O:11][C:12]3[CH:18]=[CH:17][C:16]([CH2:19][CH:20]([C:26]([O:28]CC)=[O:27])[C:21]([O:23]CC)=[O:22])=[CH:15][C:13]=3[CH:14]=2)[S:8][CH:9]=1)([CH3:4])([CH3:3])[CH3:2]>Cl>[C:1]([C:5]1[N:6]=[C:7]([C:10]2[O:11][C:12]3[CH:18]=[CH:17][C:16]([CH2:19][CH:20]([C:21]([OH:23])=[O:22])[C:26]([OH:28])=[O:27])=[CH:15][C:13]=3[CH:14]=2)[S:8][CH:9]=1)([CH3:4])([CH3:2])[CH3:3]. Procedure details: A mixture of 4-tert-butyl-2-[5-(2,2-diethoxycarbonylethyl)benzofuran-2-yl]thiazole (3.99 g) and conc. hydrochloric acid (20 ml) was stirred under reflux for 6 hours. After being cooled, the resulting mixture was extracted with ethyl acetate. The extract was allowed to stand until there were no further precipitates separated out. The precipitates were collected by filtration and washed with ethyl acetate to give 4-tert-butyl-2-[5-(2,2-dicarboxyethyl)benzofuran-2-yl]thiazole (0.96 g).